describe an organic reaction: reactants, conditions, products, and yield From a dataset of the Open Reaction Database (ORD), a public repository of structured organic reaction records. The reactants are F[B-](F)(F)F.C1(=CC=CC=C1)[S+](CCCCCCCCCCCCCCCCCC)C1=CC=CC=C1 (diphenyl-n-octadecyl sulfonium tetrafluoroborate), C(C)O (ethanol), C(C)O (ethanol), S(=O)(=O)([O-])C1=CC=C(C)C=C1.[K+] (potassiumtosylate). The solvent is O (water). Run at time 2 hour. The product is C1(=CC=C(C=C1)S(=O)(=O)[O-])C.C(CCCCCCCCCCCCCCCCC)[S+](C1=CC=CC=C1)C1=CC=CC=C1 (n-octadecyldiphenylsulfonium p-toluenesulfonate). RXN SMILES: F[B-](F)(F)F.[C:6]1([S+:12]([C:31]2[CH:36]=[CH:35][CH:34]=[CH:33][CH:32]=2)[CH2:13][CH2:14][CH2:15][CH2:16][CH2:17][CH2:18][CH2:19][CH2:20][CH2:21][CH2:22][CH2:23][CH2:24][CH2:25][CH2:26][CH2:27][CH2:28][CH2:29][CH3:30])[CH:11]=[CH:10][CH:9]=[CH:8][CH:7]=1.C(O)C.[S:40]([C:44]1[CH:50]=[CH:49][C:47]([CH3:48])=[CH:46][CH:45]=1)([O-:43])(=[O:42])=[O:41].[K+]>O>[C:47]1([CH3:48])[CH:46]=[CH:45][C:44]([S:40]([O-:43])(=[O:41])=[O:42])=[CH:50][CH:49]=1.[CH2:13]([S+:12]([C:31]1[CH:32]=[CH:33][CH:34]=[CH:35][CH:36]=1)[C:6]1[CH:11]=[CH:10][CH:9]=[CH:8][CH:7]=1)[CH2:14][CH2:15][CH2:16][CH2:17][CH2:18][CH2:19][CH2:20][CH2:21][CH2:22][CH2:23][CH2:24][CH2:25][CH2:26][CH2:27][CH2:28][CH2:29][CH3:30] |f:0.1,3.4,6.7|. Procedure: To a solution of 5.0 g diphenyl-n-octadecyl sulfonium tetrafluoroborate in 20 ml. of ethanol is added 20.0 g of potassiumtosylate dissolved in a mixture of 200 ml. ethanol and 10 ml. water. The reaction mixture is maintained at 80°-90° while being stirred vigorously for 2 hours. The reaction mixture is then cooled and evaporated i.v. to dryness. The residue is taken up in methylene chloride; the organic phase washed several times with water, dried over sodium sulphate, filtered and evaporated i.... The product is N#Cc1ccc2c(c1)C(=O)C1(CC1)O2. Reaction SMILES: [C-:23]#[N:24].[C:18](=[O:19])([O-:20])[OH:21].[CH3:30][CH2:31][O:32][C:33](=[O:34])[CH3:35].[CH3:36][c:37]1[cH:38][cH:39][cH:40][cH:41][cH:42]1.[Cl-:25].[ClH:29].[K:26][C:27]#[N:28].[N:14]([O-:15])=[O:16].[NH2:1][c:2]1[cH:3][c:4]2[c:5]([cH:12][cH:13]1)[O:6][C:7]1([C:8]2=[O:9])[CH2:10][CH2:11]1.[Na+:17].[Na+:22]>>[c:2]1([C:27]#[N:28])[cH:3][c:4]2[c:5]([cH:12][cH:13]1)[O:6][C:7]1([C:8]2=[O:9])[CH2:10][CH2:11]1. Reactants: [C-]#N, O=C([O-])O, CCOC(C)=O, Cc1ccccc1, [Cl-], Cl, N#C[K], O=N[O-], Nc1ccc2c(c1)C(=O)C1(CC1)O2, [Na+], [Na+]. Starting materials: [Al+3], [H-], [H-], [H-], [H-], [Li+], C1CCOC1, CCOC(=O)c1csc(N(c2ccccc2)c2ccccc2)n1. The product is OCc1csc(N(c2ccccc2)c2ccccc2)n1. As a reaction SMILES: [Al+3:25].[H-:24].[H-:27].[H-:28].[H-:29].[Li+:26].[O:30]1[CH2:31][CH2:32][CH2:33][CH2:34]1.[c:1]1([N:7]([c:8]2[s:9][cH:10][c:11]([C:13](=[O:14])[O:15][CH2:16][CH3:17])[n:12]2)[c:18]2[cH:19][cH:20][cH:21][cH:22][cH:23]2)[cH:2][cH:3][cH:4][cH:5][cH:6]1>>[c:1]1([N:7]([c:8]2[s:9][cH:10][c:11]([CH2:13][OH:14])[n:12]2)[c:18]2[cH:19][cH:20][cH:21][cH:22][cH:23]2)[cH:2][cH:3][cH:4][cH:5][cH:6]1. Reported procedure: The title compound was prepared using a modified procedure (see below) to that described by H. J. Roth et al., Arch. Pharmaz., 1976, 309, 597. 2-Amino-1-benzyl-3-cyano-4,5,6,7-tetrahydroindole (D1) (1.255 g; 5 mM) was added to a solution of ethyl acetoacetate (0.655 g; 5 mM) in toluene (60 ml) containing para-toluenesulphonic acid (30 mg), and the mixture refluxed vigorously for 1 h with water separation (Dean and Stark apparatus). To the cooled solution was then added 1M sodium ethoxide in etha... Starting materials: NC=1N(C=2CCCCC2C1C#N)CC1=CC=CC=C1 (2-Amino-1-benzyl-3-cyano-4,5,6,7-tetrahydroindole), C(CC(=O)C)(=O)OCC (ethyl acetoacetate), C1(=CC=C(C=C1)S(=O)(=O)O)C (para-toluenesulphonic acid), [O-]CC.[Na+] (sodium ethoxide), Cl (hydrochloric acid). Product: NC1=C(C(=NC=2N(C=3CCCCC3C21)CC2=CC=CC=C2)C)C(=O)OCC (4-Amino-9-benzyl-2-methyl-5,6,7,8-tetrahydro-9H-pyrido[2,3-b]indole-3-carboxylic acid, ethyl ester), oil. Run in C1(=CC=CC=C1)C (toluene), O (water), C(C)O (ethanol). RXN SMILES: [NH2:1][C:2]1[N:3]([CH2:13][C:14]2[CH:19]=[CH:18][CH:17]=[CH:16][CH:15]=2)[C:4]2[CH2:5][CH2:6][CH2:7][CH2:8][C:9]=2[C:10]=1[C:11]#[N:12].[C:20]([O:26][CH2:27][CH3:28])(=[O:25])[CH2:21][C:22]([CH3:24])=O.C1(C)C=CC(S(O)(=O)=O)=CC=1.[O-]CC.[Na+].Cl>C1(C)C=CC=CC=1.C(O)C.O>[NH2:12][C:11]1[C:10]2[C:9]3[CH2:8][CH2:7][CH2:6][CH2:5][C:4]=3[N:3]([CH2:13][C:14]3[CH:19]=[CH:18][CH:17]=[CH:16][CH:15]=3)[C:2]=2[N:1]=[C:22]([CH3:24])[C:21]=1[C:20]([O:26][CH2:27][CH3:28])=[O:25] |f:3.4|. Reactants: F[B-](F)(F)F, Cc1ccc(C(=O)O)cc1C, CC(C)C(N)CN1CCC(F)(F)C1, CN(C)C=O, CN(C)C(On1nnc2ccccc21)=[N+](C)C. Product: Cc1ccc(C(=O)NC(CN2CCC(F)(F)C2)C(C)C)cc1C. As a reaction SMILES: [B-:12]([F:13])([F:14])([F:15])[F:16].[CH3:1][c:2]1[cH:3][c:4]([C:5](=[O:6])[OH:7])[cH:8][cH:9][c:10]1[CH3:11].[F:34][C:35]1([F:46])[CH2:36][N:37]([CH2:40][CH:41]([CH:42]([CH3:43])[CH3:44])[NH2:45])[CH2:38][CH2:39]1.[O:47]=[CH:48][N:49]([CH3:50])[CH3:51].[n:17]1([O:18][C:19]([N:20]([CH3:21])[CH3:22])=[N+:23]([CH3:24])[CH3:25])[c:26]2[cH:27][cH:28][cH:29][cH:30][c:31]2[n:32][n:33]1>>[CH3:1][c:2]1[cH:3][c:4]([C:5](=[O:7])[NH:45][CH:41]([CH2:40][N:37]2[CH2:36][C:35]([F:34])([F:46])[CH2:39][CH2:38]2)[CH:42]([CH3:43])[CH3:44])[cH:8][cH:9][c:10]1[CH3:11]. The reactants are O=C(n1ccnc1)n1ccnc1, CCOC(=O)CC(=O)[O-], [Cl-], [Cl-], [Mg+2], C1CCOC1, O, O=C(O)c1cccs1. Yields the product CCOC(=O)CC(=O)c1cccs1. As a reaction SMILES: [C:9]([n:10]1[cH:11][cH:12][n:13][cH:14]1)([n:15]1[cH:16][cH:17][n:18][cH:19]1)=[O:20].[CH2:24]([CH3:25])[O:26][C:27]([CH2:28][C:29]([O-:30])=[O:31])=[O:32].[Cl-:21].[Cl-:23].[Mg+2:22].[O:33]1[CH2:34][CH2:35][CH2:36][CH2:37]1.[OH2:38].[s:1]1[c:2]([C:6](=[O:7])[OH:8])[cH:3][cH:4][cH:5]1>>[s:1]1[c:2]([C:6](=[O:8])[CH2:28][C:27]([O:26][CH2:24][CH3:25])=[O:32])[cH:3][cH:4][cH:5]1.